This data is from the Open Reaction Database (ORD), a public repository of structured organic reaction records. The task is: describe an organic reaction: reactants, conditions, products, and yield Starting materials: C(C1=CC=CC=C1)OC(=O)N[C@@H]([C@H](O)C)C(=O)O (N-benzyloxycarbonyl-L-threonine), C(C)(=O)Br (acetyl bromide). Solvent: C(C)(=O)O (acetic acid). The product is C(C)(=O)O[C@@H]([C@H](NC(=O)OCC1=CC=CC=C1)C(=O)O)C (O-acetyl-N-benzyloxycarbonyl-L-threonine). Reaction SMILES: [CH2:1]([O:8][C:9]([NH:11][C@H:12]([C:16]([OH:18])=[O:17])[C@@H:13]([CH3:15])[OH:14])=[O:10])[C:2]1[CH:7]=[CH:6][CH:5]=[CH:4][CH:3]=1.[C:19](Br)(=[O:21])[CH3:20]>C(O)(=O)C>[C:19]([O:14][C@H:13]([CH3:15])[C@@H:12]([C:16]([OH:18])=[O:17])[NH:11][C:9]([O:8][CH2:1][C:2]1[CH:3]=[CH:4][CH:5]=[CH:6][CH:7]=1)=[O:10])(=[O:21])[CH3:20]. Procedure: To a solution of N-benzyloxycarbonyl-L-threonine (5 g) in acetic acid (50 ml) was added acetyl bromide (1.75 ml) at room temperature. After stirring for an hour at room temperature, the reaction mixture was concentrated and the residue was diluted with ethyl acetate and washed successively with water (2 times) and brine. After drying over sodium sulfate, the ethyl acetate extract was filtered and concentrated to give O-acetyl-N-benzyloxycarbonyl-L-threonine (3.64 g).